From a dataset of the Open Reaction Database (ORD), a public repository of structured organic reaction records. describe an organic reaction: reactants, conditions, products, and yield Starting materials: ClCCCl, COc1ccccc1NC(=O)CC(=O)O, CCOC(C)=O, CC#N, Nc1ccc(Oc2ccnc3cc(N4CCCC4=O)sc23)c(F)c1, CN(C)C=O, On1nnc2ccccc21. Product: COc1ccccc1NC(=O)CC(=O)Nc1ccc(Oc2ccnc3cc(N4CCCC4=O)sc23)c(F)c1. As a reaction SMILES: [CH2:40]([Cl:41])[CH2:42][Cl:43].[CH3:25][O:26][c:27]1[c:28]([NH:33][C:34]([CH2:35][C:36](=[O:37])[OH:38])=[O:39])[cH:29][cH:30][cH:31][cH:32]1.[CH3:59][CH2:60][O:61][C:62]([CH3:63])=[O:64].[CH3:65][C:66]#[N:67].[NH2:1][c:2]1[cH:3][c:4]([F:24])[c:5]([O:6][c:7]2[c:8]3[c:9]([n:10][cH:11][cH:12]2)[cH:13][c:14]([N:16]2[C:17](=[O:21])[CH2:18][CH2:19][CH2:20]2)[s:15]3)[cH:22][cH:23]1.[O:54]=[CH:55][N:56]([CH3:57])[CH3:58].[OH:44][n:45]1[c:46]2[c:47]([cH:48][cH:49][cH:50][cH:51]2)[n:52][n:53]1>>[NH:1]([c:2]1[cH:3][c:4]([F:24])[c:5]([O:6][c:7]2[c:8]3[c:9]([n:10][cH:11][cH:12]2)[cH:13][c:14]([N:16]2[C:17](=[O:21])[CH2:18][CH2:19][CH2:20]2)[s:15]3)[cH:22][cH:23]1)[C:36]([CH2:35][C:34]([NH:33][c:28]1[c:27]([O:26][CH3:25])[cH:32][cH:31][cH:30][cH:29]1)=[O:39])=[O:37]. The reactants are C(C)(C)(C)OC(=O)N1C(=C(C2=CC(=CC=C12)F)C)S(=O)(=O)Cl (2-chlorosulfonyl-5-fluoro-3-methyl-indole-1-carboxylic acid tert-butyl ester), NC1=C(C=C(C=C1)Br)C(F)(F)F (2-amino-5-bromobenzotrifluoride). Solvent: N1=CC=CC=C1 (pyridine). Conditions: time 7 day. Yields the product C(C)(C)(C)OC(=O)N1C(=C(C2=CC(=CC=C12)F)C)S(NC1=C(C=C(C=C1)Br)C(F)(F)F)(=O)=O (2-(4-Bromo-2-trifluoromethyl-phenylsulfamoyl)-5-fluoro-3-methyl-indole-1-carboxylic acid tert-butyl ester). Isolated yield 20.7%. As a reaction SMILES: [C:1]([O:5][C:6]([N:8]1[C:16]2[C:11](=[CH:12][C:13]([F:17])=[CH:14][CH:15]=2)[C:10]([CH3:18])=[C:9]1[S:19](Cl)(=[O:21])=[O:20])=[O:7])([CH3:4])([CH3:3])[CH3:2].[NH2:23][C:24]1[CH:29]=[CH:28][C:27]([Br:30])=[CH:26][C:25]=1[C:31]([F:34])([F:33])[F:32]>N1C=CC=CC=1>[C:1]([O:5][C:6]([N:8]1[C:16]2[C:11](=[CH:12][C:13]([F:17])=[CH:14][CH:15]=2)[C:10]([CH3:18])=[C:9]1[S:19](=[O:21])(=[O:20])[NH:23][C:24]1[CH:29]=[CH:28][C:27]([Br:30])=[CH:26][C:25]=1[C:31]([F:34])([F:32])[F:33])=[O:7])([CH3:4])([CH3:3])[CH3:2]. Procedure: This compound was prepared in analogy to Example 1 starting from 2-chlorosulfonyl-5-fluoro-3-methyl-indole-1-carboxylic acid tert-butyl ester (0.29 g) and 2-amino-5-bromobenzotrifluoride (2.0 g) in pyridine (5 ml) by stirring for 7 days at rt to obtain the title compound (0.095 g) as a colorless foam. MS (ISN): 551.4, 549.3 (M−H)−